From a dataset of the Open Reaction Database (ORD), a public repository of structured organic reaction records. describe an organic reaction: reactants, conditions, products, and yield Reactants: IC=1C(=NC(=NC1)Cl)Cl (5-iodo-2,4-dichloropyrimidine), C(C)[O-].[Na+] (sodium ethanolate), O (water), white product, crude product. The solvent is CO (methanol). Product: ClC1=NC=C(C(=N1)OC)I (2-chloro-5-iodo-4-methoxy-pyrimidine). RXN SMILES: [CH2:1]([O-:3])C.[Na+].[I:5][C:6]1[C:7](Cl)=[N:8][C:9]([Cl:12])=[N:10][CH:11]=1.O>CO>[Cl:12][C:9]1[N:8]=[C:7]([O:3][CH3:1])[C:6]([I:5])=[CH:11][N:10]=1 |f:0.1|. Procedure: Methanolic sodium ethanolate solution (88.00 mL, 15.31 mmol—from 0.7 g sodium and 100 ml dry methanol) is added dropwise with stirring at −5 to 0° C. to a solution of 5-iodo-2,4-dichloropyrimidine (4.00 g, 14.55 mmol) in dry methanol (50 mL). The reaction solution is warmed to RT overnight, during which the crude product precipitates. The product is isolated by filtration and then stirred thoroughly with water (ca 50 mL) for 30 mins, recrystallised from methanol and dried over phosphorus pentoxi... Starting materials: BrC=1SC=C(C1)Br (2,4-dibromothiophene), C(#N)C=1C=C(C=CC1OC(C)C)B(O)O ((3-cyano-4-isopropoxyphenyl)boronic acid), C([O-])([O-])=O.[K+].[K+] (potassium carbonate). The reagents and catalysts are C=1C=CC(=CC1)[P](C=2C=CC=CC2)(C=3C=CC=CC3)[Pd]([P](C=4C=CC=CC4)(C=5C=CC=CC5)C=6C=CC=CC6)([P](C=7C=CC=CC7)(C=8C=CC=CC8)C=9C=CC=CC9)[P](C=1C=CC=CC1)(C=1C=CC=CC1)C=1C=CC=CC1 (Pd(PPh3)4). Solvent: COCCOC.O (DME H2O). The product is BrC=1C=C(SC1)C=1C=CC(=C(C#N)C1)OC(C)C (5-(4-bromothiophen-2-yl)-2-isopropoxybenzonitrile). Reaction SMILES: Br[C:2]1[S:3][CH:4]=[C:5]([Br:7])[CH:6]=1.[C:8]([C:10]1[CH:11]=[C:12](B(O)O)[CH:13]=[CH:14][C:15]=1[O:16][CH:17]([CH3:19])[CH3:18])#[N:9].C(=O)([O-])[O-].[K+].[K+]>C1C=CC([P]([Pd]([P](C2C=CC=CC=2)(C2C=CC=CC=2)C2C=CC=CC=2)([P](C2C=CC=CC=2)(C2C=CC=CC=2)C2C=CC=CC=2)[P](C2C=CC=CC=2)(C2C=CC=CC=2)C2C=CC=CC=2)(C2C=CC=CC=2)C2C=CC=CC=2)=CC=1.COCCOC.O>[Br:7][C:5]1[CH:6]=[C:2]([C:12]2[CH:13]=[CH:14][C:15]([O:16][CH:17]([CH3:19])[CH3:18])=[C:10]([CH:11]=2)[C:8]#[N:9])[S:3][CH:4]=1 |f:2.3.4,6.7,^1:32,34,53,72|. Procedure details: A 2 mL microwave vial was charged with 2,4-dibromothiophene (20 mg, 0.08 mmol), (3-cyano-4-isopropoxyphenyl)boronic acid (17 mg, 0.08 mmol), potassium carbonate (35 mg, 0.25 mmol) and 3:1 mixture of DME/H2O (4 mL). The reaction mixture was degassed by bubbling N2 through the stirred solution for 10 min. Pd(PPh3)4 (7 mg, 0.006 mmol) was added and the solution degassed for an additional 2 min. The vial was subjected to microwave irradiation at 70° C. for 30 min or until starting material consumed.... Starting materials: O=C([O-])O, CO, [O-]Cl, [Na+], [Na+], O, S=P(c1ccccc1)(c1ccccc1)c1ccccc1. Product: O=P(c1ccccc1)(c1ccccc1)c1ccccc1. As a reaction SMILES: [C:23]([OH:24])(=[O:25])[O-:26].[CH3:1][OH:2].[Cl:28][O-:29].[Na+:27].[Na+:30].[OH2:31].[c:3]1([P:9]([c:10]2[cH:11][cH:12][cH:13][cH:14][cH:15]2)([c:16]2[cH:17][cH:18][cH:19][cH:20][cH:21]2)=[S:22])[cH:4][cH:5][cH:6][cH:7][cH:8]1>>[c:3]1([P:9]([c:10]2[cH:11][cH:12][cH:13][cH:14][cH:15]2)([c:16]2[cH:17][cH:18][cH:19][cH:20][cH:21]2)=[O:24])[cH:4][cH:5][cH:6][cH:7][cH:8]1. The reactants are C(=O)(C(F)(F)F)O (TFA), C(C)(C)(C)OC(=O)N1CCC(CC1)C1(OC2=C(O1)C=CC=C2)C2=CC=C(C=C2)Br (4-[2-(4-bromo-phenyl)-benzo[1,3]dioxol-2-yl]-piperidine-1-carboxylic acid tert-butyl ester), C(C)=O (acetaldehyde), [Li]CCCC (BuLi). The solvent is C(Cl)Cl (CH2Cl2), CCOCC (Et2O). Run at temperature -10 celsius, time 1 hour. Yields the product N1CCC(CC1)C1(OC2=C(O1)C=CC=C2)C2=CC=C(C=C2)C(C)O (1-[4-(2-piperidin-4-yl-benzo[1,3]dioxol-2-yl)-phenyl]-ethanol). RXN SMILES: C(OC([N:8]1[CH2:13][CH2:12][CH:11]([C:14]2([C:23]3[CH:28]=[CH:27][C:26](Br)=[CH:25][CH:24]=3)[O:18][C:17]3[CH:19]=[CH:20][CH:21]=[CH:22][C:16]=3[O:15]2)[CH2:10][CH2:9]1)=O)(C)(C)C.[Li]CCCC.[CH:35](=[O:37])[CH3:36].C(O)(C(F)(F)F)=O>CCOCC.C(Cl)Cl>[NH:8]1[CH2:13][CH2:12][CH:11]([C:14]2([C:23]3[CH:28]=[CH:27][C:26]([CH:35]([OH:37])[CH3:36])=[CH:25][CH:24]=3)[O:15][C:16]3[CH:22]=[CH:21][CH:20]=[CH:19][C:17]=3[O:18]2)[CH2:10][CH2:9]1. Reported procedure: To a solution of 4-[2-(4-bromo-phenyl)-benzo[1,3]dioxol-2-yl]-piperidine-1-carboxylic acid tert-butyl ester (see EXAMPLE 277) (742 mg, 1.61 mmol) in Et2O (20 mL) cooled to −78° C. was added BuLi (2.5M in Hexanes, 0.80 mL, 2.0 mmol) and the mixture was stirred at −10° C. for 1 hour. The mixture was cooled to −78° C., acetaldehyde (0.5 mL) was added and the mixture was warmed to room temperature and stirred for 30 minutes. Work-up and purification gave the desired substrate. To the substrate in CH... The reactants are COC(=N)C1=NC=CN=C1 (methylpyrazin-2-imidate), CS(=O)(=O)O (methanesulfonic acid), ClC1=C(OC=2C=C(C(=CC2OC=2C=NC(=CC2)S(=O)(=O)C)N)N)C=CC=C1 (4-(2-chlorophenoxy)-5-(6-methanesulfonyl-pyridin-3-yloxy)-benzene-1,2-diamine). The solvent is CN1C(CCC1)=O (N-methylpyrrolidinone). Reaction conditions: temperature 120 celsius, time 20 minute. The product is ClC1=C(OC2=CC3=C(NC(=N3)C3=NC=CN=C3)C=C2OC=2C=NC(=CC2)S(=O)(=O)C)C=CC=C1 (5-(2-Chloro-phenoxy)-2-pyrazin-2-yl-6-(6-methanesulfonyl-pyridin-3-yloxy)-1H-benzimidazole). As a reaction SMILES: CO[C:3]([C:5]1[CH:10]=[N:9][CH:8]=[CH:7][N:6]=1)=[NH:4].CS(O)(=O)=O.[Cl:16][C:17]1[CH:42]=[CH:41][CH:40]=[CH:39][C:18]=1[O:19][C:20]1[CH:21]=[C:22](N)[C:23]([NH2:37])=[CH:24][C:25]=1[O:26][C:27]1[CH:28]=[N:29][C:30]([S:33]([CH3:36])(=[O:35])=[O:34])=[CH:31][CH:32]=1>CN1CCCC1=O>[Cl:16][C:17]1[CH:42]=[CH:41][CH:40]=[CH:39][C:18]=1[O:19][C:20]1[C:25]([O:26][C:27]2[CH:28]=[N:29][C:30]([S:33]([CH3:36])(=[O:34])=[O:35])=[CH:31][CH:32]=2)=[CH:24][C:23]2[NH:37][C:3]([C:5]3[CH:10]=[N:9][CH:8]=[CH:7][N:6]=3)=[N:4][C:22]=2[CH:21]=1. Procedure details: 15 mg of methylpyrazin-2-imidate (pyrazine-2-carboximidic acid methyl ester) and 0.0065 ml of methanesulfonic acid were added to an N-methylpyrrolidinone (0.5 ml) solution of 38 mg of 4-(2-chloro-phenoxy)-5-(6-methanesulfonyl-pyridin-3-yloxy)-benzene-1,2-diamine obtained in Example 204 (step 1), and the reaction liquid was stirred at 120° C. for 20 minutes. The reaction liquid was purified through reversed-phase middle-pressure liquid chromatography [ODS-AS-360-CC (by YMC), mobile phase: water-a... Starting materials: N#Cc1cccc(NC(=O)n2ccnc2)c1, C1CCOC1, CN1C(=O)C(N)C(=O)N(c2ccccc2)c2ccccc21. Yields the product CN1C(=O)C(NC(=O)Nc2cccc(C#N)c2)C(=O)N(c2ccccc2)c2ccccc21. As a reaction SMILES: [C:22](#[N:23])[c:24]1[cH:25][c:26]([NH:30][C:31](=[O:32])[n:33]2[cH:34][cH:35][n:36][cH:37]2)[cH:27][cH:28][cH:29]1.[CH2:38]1[O:39][CH2:40][CH2:41][CH2:42]1.[NH2:1][CH:2]1[C:3](=[O:21])[N:4]([c:15]2[cH:16][cH:17][cH:18][cH:19][cH:20]2)[c:5]2[c:6]([cH:11][cH:12][cH:13][cH:14]2)[N:7]([CH3:10])[C:8]1=[O:9]>>[NH:1]([CH:2]1[C:3](=[O:21])[N:4]([c:15]2[cH:16][cH:17][cH:18][cH:19][cH:20]2)[c:5]2[c:6]([cH:11][cH:12][cH:13][cH:14]2)[N:7]([CH3:10])[C:8]1=[O:9])[C:31]([NH:30][c:26]1[cH:25][c:24]([C:22]#[N:23])[cH:29][cH:28][cH:27]1)=[O:32].